This data is from the Open Reaction Database (ORD), a public repository of structured organic reaction records. The task is: describe an organic reaction: reactants, conditions, products, and yield Starting materials: ClC1=CC(=NC(=C1)C)N1N=C(N=C1C)C (4-chloro-2-(3,5-dimethyl-1H-1,2,4-triazol-1-yl)-6-methylpyridine), C(CCC)[Sn](C=C)(CCCC)CCCC (tributyl(vinyl)tin). Reagents/catalysts: [Pd].C1(=CC=CC=C1)P(C1=CC=CC=C1)C1=CC=CC=C1.C1(=CC=CC=C1)P(C1=CC=CC=C1)C1=CC=CC=C1.C1(=CC=CC=C1)P(C1=CC=CC=C1)C1=CC=CC=C1.C1(=CC=CC=C1)P(C1=CC=CC=C1)C1=CC=CC=C1 (tetrakis(triphenylphosphine)-palladium(0)). The solvent is C1(=CC=CC=C1)C (toluene). The product is CC1=NN(C(=N1)C)C1=NC(=CC(=C1)C=C)C (2-(3,5-dimethyl-1H-1,2,4-triazol-1-yl)-6-methyl-4-vinylpyridine). Reaction SMILES: Cl[C:2]1[CH:7]=[C:6]([CH3:8])[N:5]=[C:4]([N:9]2[C:13]([CH3:14])=[N:12][C:11]([CH3:15])=[N:10]2)[CH:3]=1.[CH2:16]([Sn](CCCC)(CCCC)C=C)[CH2:17]CC>C1(C)C=CC=CC=1.[Pd].C1(P(C2C=CC=CC=2)C2C=CC=CC=2)C=CC=CC=1.C1(P(C2C=CC=CC=2)C2C=CC=CC=2)C=CC=CC=1.C1(P(C2C=CC=CC=2)C2C=CC=CC=2)C=CC=CC=1.C1(P(C2C=CC=CC=2)C2C=CC=CC=2)C=CC=CC=1>[CH3:15][C:11]1[N:12]=[C:13]([CH3:14])[N:9]([C:4]2[CH:3]=[C:2]([CH:16]=[CH2:17])[CH:7]=[C:6]([CH3:8])[N:5]=2)[N:10]=1 |f:3.4.5.6.7|. Procedure: A mixture of 4-chloro-2-(3,5-dimethyl-1H-1,2,4-triazol-1-yl)-6-methylpyridine (24-3, 456 mg, 2.05 mmol), tributyl(vinyl)tin (845 mg, 2.67 mmol), and tetrakis(triphenylphosphine)-palladium(0) (118 mg, 0.102 mmol) in toluene (10 mL) was refluxed under an atmosphere of argon for 2 hours and cooled to room temperature. The mixture was concentrated and the residue was purified by silica gel column chromatography (0-90% ethyl acetate in hexanes) to give 2-(3,5-dimethyl-1H-1,2,4-triazol-1-yl)-6-methyl-... Reactants: COc1cc(OCC(N)=O)cc(C(=O)NC2CCN(C(=O)OC(C)(C)C)CC2)c1, CCO, Cl, C1COCCO1. Product: Cl, COc1cc(OCC(N)=O)cc(C(=O)NC2CCNCC2)c1. RXN SMILES: [C:1]([O:2][C:3](=[O:4])[N:8]1[CH2:9][CH2:10][CH:11]([NH:14][C:15]([c:16]2[cH:17][c:18]([O:24][CH2:25][C:26]([NH2:27])=[O:28])[cH:19][c:20]([O:22][CH3:23])[cH:21]2)=[O:29])[CH2:12][CH2:13]1)([CH3:5])([CH3:6])[CH3:7].[CH3:37][CH2:38][OH:39].[ClH:30].[O:31]1[CH2:32][CH2:33][O:34][CH2:35][CH2:36]1>>[ClH:30].[NH:8]1[CH2:9][CH2:10][CH:11]([NH:14][C:15]([c:16]2[cH:17][c:18]([O:24][CH2:25][C:26]([NH2:27])=[O:28])[cH:19][c:20]([O:22][CH3:23])[cH:21]2)=[O:29])[CH2:12][CH2:13]1. Starting materials: ClC1=C(OC2CN(C2)C(C2=CC=CC=C2)C2=CC=CC=C2)C(=CC=C1)C (3-(2-chloro-6-methylphenoxy)-1-(diphenylmethyl)azetidine), C(=O)(Cl)Cl (phosgene), C(=O)(Cl)Cl (phosgene), C([O-])([O-])=O.[K+].[K+] (potassium carbonate). The solvent is C(Cl)Cl (methylene chloride), pet ether, hexanes, C(Cl)Cl (methylene chloride). Reaction conditions: time 30 minute. Product: ClC1=C(OC2CN(C2)C(=O)Cl)C(=CC=C1)C (3-(2-Chloro-6-methylphenoxy)-1-azetidinecarbonyl chloride). The yield is 18.5%. As a reaction SMILES: [C:1]([Cl:4])(Cl)=[O:2].C(=O)([O-])[O-].[K+].[K+].[Cl:11][C:12]1[CH:35]=[CH:34][CH:33]=[C:32]([CH3:36])[C:13]=1[O:14][CH:15]1[CH2:18][N:17](C(C2C=CC=CC=2)C2C=CC=CC=2)[CH2:16]1>C(Cl)Cl>[Cl:11][C:12]1[CH:35]=[CH:34][CH:33]=[C:32]([CH3:36])[C:13]=1[O:14][CH:15]1[CH2:18][N:17]([C:1]([Cl:4])=[O:2])[CH2:16]1 |f:1.2.3|. Procedure details: A mixture of 13.9 g (0.14 mole) of phosgene and 17.3 g (0.125 mole) of potassium carbonate in 140 mL of methylene chloride was stirred under nitrogen for 30 min then cooled in an ice water bath while 46.5 g (0.125 mole) of 3-(2-chloro-6-methylphenoxy)-1-(diphenylmethyl)azetidine in 140 mL of methylene chloride was added dropwise. After stirring for 16 h the excess phosgene was destroyed by adding small pieces of ice. Water was added to dissolve the inorganic material and the methylene chloride p... Starting materials: O=[N+]([O-])c1cc(CBr)ccc1F, CCc1ccc(-c2nc3cccc(N4CCNCC4)c3[nH]2)cc1, CCN(C(C)C)C(C)C, CN(C)C=O. Product: CCc1ccc(-c2nc3cccc(N4CCN(Cc5ccc(F)c([N+](=O)[O-])c5)CC4)c3[nH]2)cc1. Reaction SMILES: [Br:24][CH2:25][c:26]1[cH:27][c:28]([N+:33](=[O:34])[O-:35])[c:29]([F:32])[cH:30][cH:31]1.[CH2:1]([CH3:2])[c:3]1[cH:4][cH:5][c:6](-[c:9]2[n:10][c:11]3[c:12]([nH:13]2)[c:14]([N:18]2[CH2:19][CH2:20][NH:21][CH2:22][CH2:23]2)[cH:15][cH:16][cH:17]3)[cH:7][cH:8]1.[CH:36]([N:37]([CH2:38][CH3:39])[CH:40]([CH3:41])[CH3:42])([CH3:43])[CH3:44].[O:45]=[CH:46][N:47]([CH3:48])[CH3:49]>>[CH2:1]([CH3:2])[c:3]1[cH:4][cH:5][c:6](-[c:9]2[n:10][c:11]3[c:12]([nH:13]2)[c:14]([N:18]2[CH2:19][CH2:20][N:21]([CH2:25][c:26]4[cH:27][c:28]([N+:33](=[O:34])[O-:35])[c:29]([F:32])[cH:30][cH:31]4)[CH2:22][CH2:23]2)[cH:15][cH:16][cH:17]3)[cH:7][cH:8]1. The reactants are Cl.Cl.C(C1=CC=CC=C1)N(C)CCC1CN(CCO1)CC1=CC=CC=C1 (2-[2-(N-benzyl-N-methylamino)ethyl]-4-benzylmorpholine dihydrochloride). Reagents/catalysts: [C].[Pd] (palladium-carbon). The solvent is O (water), C(C)O (ethanol). Yields the product Cl.Cl.CNCCC1CNCCO1 (2-(2-methylaminoethyl)morpholine dihydrochloride). RXN SMILES: [ClH:1].Cl.[CH2:3]([N:10]([CH2:12][CH2:13][CH:14]1[O:19][CH2:18][CH2:17][N:16](CC2C=CC=CC=2)[CH2:15]1)C)C1C=CC=CC=1>O.C(O)C.[C].[Pd]>[ClH:1].[ClH:1].[CH3:3][NH:10][CH2:12][CH2:13][CH:14]1[O:19][CH2:18][CH2:17][NH:16][CH2:15]1 |f:0.1.2,5.6,7.8.9|. Procedure details: The solvent is concentrated under reduced pressure and the residue is treated with 25% hydrochloric acid-ethanol in ethanol to give 2-[2-(N-benzyl-N-methylamino)ethyl]-4-benzylmorpholine dihydrochloride as white crystals, melting at 256°-258° C. with decomposition. The obtained hydrochloride compound (5.25 g) is subjected to catalytic reduction with 1 g of 10% palladium-carbon in 50 ml of water and 200 ml of ethanol. After absorbing the theoretical volume of the hydrogen, the catalyst is filtere... Reactants: Fc1cc(Br)c2cnn(-c3ccc(OCc4ccccc4)c(F)c3)c2c1, CC(C)c1cc(C(C)C)c(-c2ccccc2P(C(C)(C)C)C(C)(C)C)c(C(C)C)c1, CCOC(C)=O, Cl, [K+], O=C(C=Cc1ccccc1)C=Cc1ccccc1, C1COCCO1, O=C(C=Cc1ccccc1)C=Cc1ccccc1, O=C(C=Cc1ccccc1)C=Cc1ccccc1, [OH-], O, [Pd], [Pd]. The product is Oc1cc(F)cc2c1cnn2-c1ccc(OCc2ccccc2)c(F)c1. RXN SMILES: [Br:1][c:2]1[c:3]2[cH:4][n:5][n:6](-[c:12]3[cH:13][c:14]([F:26])[c:15]([O:18][CH2:19][c:20]4[cH:21][cH:22][cH:23][cH:24][cH:25]4)[cH:16][cH:17]3)[c:7]2[cH:8][c:9]([F:11])[cH:10]1.[CH3:29][C:30]([P:31]([C:32]([CH3:33])([CH3:34])[CH3:35])[c:36]1[cH:37][cH:38][cH:39][cH:40][c:41]1-[c:42]1[c:43]([CH:44]([CH3:45])[CH3:46])[cH:47][c:48]([CH:49]([CH3:50])[CH3:51])[cH:52][c:53]1[CH:54]([CH3:55])[CH3:56])([CH3:57])[CH3:58].[CH3:67][CH2:68][O:69][C:70](=[O:71])[CH3:72].[ClH:59].[K+:28].[O:111]=[C:112]([CH:113]=[CH:114][c:115]1[cH:116][cH:117][cH:118][cH:119][cH:120]1)[CH:121]=[CH:122][c:123]1[cH:124][cH:125][cH:126][cH:127][cH:128]1.[O:60]1[CH2:61][CH2:62][O:63][CH2:64][CH2:65]1.[O:75]=[C:76]([CH:77]=[CH:78][c:79]1[cH:80][cH:81][cH:82][cH:83][cH:84]1)[CH:85]=[CH:86][c:87]1[cH:88][cH:89][cH:90][cH:91][cH:92]1.[O:93]=[C:94]([CH:95]=[CH:96][c:97]1[cH:98][cH:99][cH:100][cH:101][cH:102]1)[CH:103]=[CH:104][c:105]1[cH:106][cH:107][cH:108][cH:109][cH:110]1.[OH-:27].[OH2:66].[Pd:73].[Pd:74]>>[c:2]1([OH:27])[c:3]2[cH:4][n:5][n:6](-[c:12]3[cH:13][c:14]([F:26])[c:15]([O:18][CH2:19][c:20]4[cH:21][cH:22][cH:23][cH:24][cH:25]4)[cH:16][cH:17]3)[c:7]2[cH:8][c:9]([F:11])[cH:10]1.